Dataset: the Open Reaction Database (ORD), a public repository of structured organic reaction records. Task: describe an organic reaction: reactants, conditions, products, and yield The reactants are P(Cl)(Cl)(Cl)(Cl)Cl (phosphorus pentachloride), C(CC1=CC=CC=C1)NC(=O)C=1C=C(C(=CC1OCC1=CC=CC=C1)OCC1=CC=CC=C1)C1=C(C=CC(=C1)C(C)C)OC (4,6-Bis-benzyloxy-5′-isopropyl-2′-methoxy-biphenyl-3-carboxylic acid phenethyl-amide), [Si](C)(C)(C)N=[N+]=[N-] (TMSN3). Run in ClCCl (dichloromethane). Reaction conditions: time 3 hour. Product: C(C1=CC=CC=C1)OC1=C(C=C(C(=C1)OCC1=CC=CC=C1)C1=C(C=CC(=C1)C(C)C)OC)C1=NN=NN1CCC1=CC=CC=C1 (5-(4,6-bis-benzyloxy-5′-isopropyl-2′-methoxy-biphenyl-3-yl)-1-phenethyl-1H-tetrazole). The yield is 89.0%. As a reaction SMILES: [CH2:1]([NH:9][C:10]([C:12]1[CH:13]=[C:14]([C:34]2[CH:39]=[C:38]([CH:40]([CH3:42])[CH3:41])[CH:37]=[CH:36][C:35]=2[O:43][CH3:44])[C:15]([O:26][CH2:27][C:28]2[CH:33]=[CH:32][CH:31]=[CH:30][CH:29]=2)=[CH:16][C:17]=1[O:18][CH2:19][C:20]1[CH:25]=[CH:24][CH:23]=[CH:22][CH:21]=1)=O)[CH2:2][C:3]1[CH:8]=[CH:7][CH:6]=[CH:5][CH:4]=1.P(Cl)(Cl)(Cl)(Cl)Cl.[Si]([N:55]=[N+:56]=[N-:57])(C)(C)C>ClCCl>[CH2:19]([O:18][C:17]1[CH:16]=[C:15]([O:26][CH2:27][C:28]2[CH:33]=[CH:32][CH:31]=[CH:30][CH:29]=2)[C:14]([C:34]2[CH:39]=[C:38]([CH:40]([CH3:42])[CH3:41])[CH:37]=[CH:36][C:35]=2[O:43][CH3:44])=[CH:13][C:12]=1[C:10]1[N:9]([CH2:1][CH2:2][C:3]2[CH:4]=[CH:5][CH:6]=[CH:7][CH:8]=2)[N:57]=[N:56][N:55]=1)[C:20]1[CH:25]=[CH:24][CH:23]=[CH:22][CH:21]=1. Procedure: 4,6-Bis-benzyloxy-5′-isopropyl-2′-methoxy-biphenyl-3-carboxylic acid phenethyl-amide (193 mg, 0.33 mmole) was dissolved in anhydrous dichloromethane (5 ml), then phosphorus pentachloride (104 mg, 0.5 mmol) was added and the resulting solution was stirred at r.t. for 3 hr. TMSN3 (0.3 ml, neat) was added and the resulting mixture was stirred at r.t. for 3 hr. After quenching the reaction with sodium bicarbonate solution, the mixture was extracted with dichloromethane (3×20 ml). The combined organi... Reactants: CC1=NNC=C1 (3-methyl pyrazole), [H-].[Na+] (Sodium hydride), N1=CC=CC2=C1NC1=C(N(C2)C(=O)C2=C(C=C(C=C2)F)C(F)(F)F)C=CC=C1 ((6,11-Dihydro-5H-pyrido[2,3-b][1,5]benzodiazepin-6-yl)-(4-fluoro-2-trifluoromethyl-phenyl)-methanone). Run in CCCCCC (hexane). Run at time 30 minute. The product is CC1=NN(C=C1)C1=CC(=C(C=C1)C(=O)N1CC2=C(NC3=C1C=CC=C3)N=CC=C2)C(F)(F)F ([4-(3-Methyl-1H-pyrazol-1-yl)-2-(trifluoromethyl)-phenyl]-(6,11-dihydro-5H-pyrido[2,3-b][1,5]benzodiazepin-6-yl)-methanone). The yield is 79.0%. RXN SMILES: [H-].[Na+].[CH3:3][C:4]1[CH:8]=[CH:7][NH:6][N:5]=1.[N:9]1[C:14]2[NH:15][C:16]3[CH:36]=[CH:35][CH:34]=[CH:33][C:17]=3[N:18]([C:20]([C:22]3[CH:27]=[CH:26][C:25](F)=[CH:24][C:23]=3[C:29]([F:32])([F:31])[F:30])=[O:21])[CH2:19][C:13]=2[CH:12]=[CH:11][CH:10]=1>CCCCCC>[CH3:3][C:4]1[CH:8]=[CH:7][N:6]([C:25]2[CH:26]=[CH:27][C:22]([C:20]([N:18]3[C:17]4[CH:33]=[CH:34][CH:35]=[CH:36][C:16]=4[NH:15][C:14]4[N:9]=[CH:10][CH:11]=[CH:12][C:13]=4[CH2:19]3)=[O:21])=[C:23]([C:29]([F:30])([F:32])[F:31])[CH:24]=2)[N:5]=1 |f:0.1|. Procedure: Sodium hydride (60% suspension in oil, 0.83 g, 20.8 mmol) was washed once with hexane, dried under nitrogen and resuspended in dry dimethylformamide (60 mL). 3-methyl pyrazole (0.90 mL, 11.2 mmol) was added in one portion. After the gas evolution subsided the stirring was continued at room temperature. The (6,11-dihydro-5H-pyrido[2,3-b][1,5]benzodiazepin-6-yl)-(4-fluoro-2-trifluoromethylphenyl)-methanone of Step B (3.6 g, 9.3 mmol) was added in one portion and the mixture was placed in an oil ba... Reactants: N(=[N+]=[N-])CC=1N=C(OC1)C1=CC=C(C=C1)F (4-(azidomethyl)-2-(4-fluorophenyl)oxazole), C1(=CC=CC=C1)P(C1=CC=CC=C1)C1=CC=CC=C1 (triphenylphosphine). The solvent is C1CCOC1.O (THF H2O). Reaction conditions: time 4 hour. Product: FC1=CC=C(C=C1)C=1OC=C(N1)CN ((2-(4-fluorophenyl)oxazol-4-yl)methanamine). Isolated yield 74.7%. Reaction SMILES: [N:1]([CH2:4][C:5]1[N:6]=[C:7]([C:10]2[CH:15]=[CH:14][C:13]([F:16])=[CH:12][CH:11]=2)[O:8][CH:9]=1)=[N+]=[N-].C1(P(C2C=CC=CC=2)C2C=CC=CC=2)C=CC=CC=1>C1COCC1.O>[F:16][C:13]1[CH:12]=[CH:11][C:10]([C:7]2[O:8][CH:9]=[C:5]([CH2:4][NH2:1])[N:6]=2)=[CH:15][CH:14]=1 |f:2.3|. Procedure: A solution of 4-(azidomethyl)-2-(4-fluorophenyl)oxazole (0.5 g, 2.3 mmol) in THF—H2O (15 mL, 8:2 v/v) was cooled to 0° C. and triphenylphosphine (892 mg, 3.4 mmol) was added. The reaction mixture was allowed to warm up to room temperature and then stirred for 4 h. The reaction mixture was concentrated under reduced pressure and the residue was diluted with 1.5N HCl. The aqueous layer was washed with CH2Cl2 and then the pH of the aqueous layer was adjusted to ˜8-9 using 10% NaOH solution. The org...